From a dataset of the Open Reaction Database (ORD), a public repository of structured organic reaction records. describe an organic reaction: reactants, conditions, products, and yield Reactants: substituted amino-pyridine, ClC1=CC=C(CBr)C=C1 (4-chlorobenzyl bromide), ( I ), OC=1C=CC(=NC1)[N+](=O)[O-] (5-hydroxy-2-nitropyridine). Product: ClC1=CC=C(COC=2C=CC(=NC2)[N+](=O)[O-])C=C1 (5-(4-chlorobenzyloxy)-2-nitropyridine). Reaction SMILES: [OH:1][C:2]1[CH:3]=[CH:4][C:5]([N+:8]([O-:10])=[O:9])=[N:6][CH:7]=1.[Cl:11][C:12]1[CH:19]=[CH:18][C:15]([CH2:16]Br)=[CH:14][CH:13]=1>>[Cl:11][C:12]1[CH:19]=[CH:18][C:15]([CH2:16][O:1][C:2]2[CH:3]=[CH:4][C:5]([N+:8]([O-:10])=[O:9])=[N:6][CH:7]=2)=[CH:14][CH:13]=1. Procedure details: The substituted amino-pyridine compounds of formula (I) wherein W is oxygen can be prepared by the reaction of a hydroxy-nitropyridine with a substituted phenalkyl halide to obtain the corresponding substituted nitro-pyridine which is reduced to the desired substituted amino-pyridine of formula (I). For example, the reaction of 5-hydroxy-2-nitropyridine and 4-chlorobenzyl bromide gives 5-(4-chlorobenzyloxy)-2-nitropyridine which is then reduced to 2-amino-5-(4-chlorobenzyloxy)-pyridine of formul... The reactants are C(C1=CC=CC=C1)OC1=C(C=C(C(=C1)\C=C\[N+](=O)[O-])[N+](=O)[O-])OC ((E)-1-(Benzyloxy)-2-methoxy-4-nitro-5-(2-nitrovinyl)benzene), Example 1-2. Reagents/catalysts: [C].[Pd] (palladium-carbon). Run in CO (methanol). Run at time 3 hour. Yields the product COC1=C(C=C2C=CNC2=C1)O (6-Methoxy-1H-indol-5-ol). The yield is 46.0%. Reaction SMILES: C([O:8][C:9]1[CH:14]=[C:13](/[CH:15]=[CH:16]/[N+]([O-])=O)[C:12]([N+:20]([O-])=O)=[CH:11][C:10]=1[O:23][CH3:24])C1C=CC=CC=1>CO.[C].[Pd]>[CH3:24][O:23][C:10]1[CH:11]=[C:12]2[C:13]([CH:15]=[CH:16][NH:20]2)=[CH:14][C:9]=1[OH:8] |f:2.3|. Procedure details: (E)-1-(Benzyloxy)-2-methoxy-4-nitro-5-(2-nitrovinyl)benzene described in Production Example 1-2 (9.4 g, 28.5 mmol) was suspended in methanol (300 mL), then 10% palladium-carbon (water content, 50%) (3.09 g) was added, and the mixture was stirred under hydrogen atmosphere for 3 hours. The catalyst was filtered off with celite and washed with methanol. The filtrate was concentrated under vacuum and the resultant was purified with silica gel column chromatography (n-heptane:ethyl acetate=3:1-3:7). ... Reactants: CO, [H][H], Cc1c(C)c2c3c(cc(C)c2[nH]c1=O)CC(CN=[N+]=[N-])O3, C1CCOC1. The product is Cc1c(C)c2c3c(cc(C)c2[nH]c1=O)CC(CN)O3. As a reaction SMILES: [CH3:29][OH:30].[H:22][H:23].[N:1](=[N+:2]=[N-:3])[CH2:4][CH:5]1[CH2:6][c:7]2[c:8]([c:9]3[c:10]([CH3:20])[c:11]([CH3:19])[c:12](=[O:18])[nH:13][c:14]3[c:15]([CH3:17])[cH:16]2)[O:21]1.[O:24]1[CH2:25][CH2:26][CH2:27][CH2:28]1>>[NH2:1][CH2:4][CH:5]1[CH2:6][c:7]2[c:8]([c:9]3[c:10]([CH3:20])[c:11]([CH3:19])[c:12](=[O:18])[nH:13][c:14]3[c:15]([CH3:17])[cH:16]2)[O:21]1. The reactants are [H][H] (hydrogen), [Al](CC)(CC)Cl (Et2AlCl), CCCCCCC (heptane). Conditions: time 20 hour. Product: C=CCCCC (1-hexene), C=CCCCCC=C (1,7-octadiene). Reaction SMILES: [Al](Cl)([CH2:4][CH3:5])CC.[H][H].[CH3:9][CH2:10][CH2:11][CH2:12][CH2:13][CH2:14]C>>[CH2:9]=[CH:10][CH2:11][CH2:12][CH2:13][CH3:14].[CH2:9]=[CH:10][CH2:11][CH2:12][CH2:13][CH2:14][CH:4]=[CH2:5]. Reported procedure: A solution of 985.94 grams (11.715 mole) 1-hexene and 58.24 grams (0.4831 mole) 1,7-octadiene (molar charge ratio 96:4) in 450 grams of heptane was polymerized with Et2AlCl (13.5 millimoles) and AATiCl3 (6.97 millimoles) at 25° C. for 20 hours. During the course of the reaction, hydrogen was bubbled through the reaction mixture. The conversion of the polymer was 62 percent, inherent viscosity was 1.6 dl/gram. The composition of monomers in the copolymer was 97.8:2.2 mole ratio from NMR analysis. Starting materials: ClC1=CC=C(C(=O)NN)C=C1 (4-chlorobenzoic acid hydrazide), BrCC1=C(C=C(C(=O)O)C=C1)[N+](=O)[O-] (4-bromomethyl-3-nitro benzoic acid), C(CCl)Cl (EDC). Run in C(Cl)Cl (DCM). Conditions: time 18 hour. Product: ClC1=CC=C(C(=O)NNC(C2=CC(=C(C=C2)CBr)[N+](=O)[O-])=O)C=C1 (3-nitro-4-bromomethyl-benzoic acid N′-(4-chloro-benzoyl)-hydrazide). RXN SMILES: [Cl:1][C:2]1[CH:11]=[CH:10][C:5]([C:6]([NH:8][NH2:9])=[O:7])=[CH:4][CH:3]=1.[Br:12][CH2:13][C:14]1[CH:22]=[CH:21][C:17]([C:18](O)=[O:19])=[CH:16][C:15]=1[N+:23]([O-:25])=[O:24].C(Cl)CCl>C(Cl)Cl>[Cl:1][C:2]1[CH:11]=[CH:10][C:5]([C:6]([NH:8][NH:9][C:18](=[O:19])[C:17]2[CH:21]=[CH:22][C:14]([CH2:13][Br:12])=[C:15]([N+:23]([O-:25])=[O:24])[CH:16]=2)=[O:7])=[CH:4][CH:3]=1. Procedure: To a 100 mL round-bottom flask was added 2.1 g (12.3 mmol) of 4-chlorobenzoic acid hydrazide, 3.20 g (12.3 mmol) of 4-bromomethyl-3-nitro benzoic acid, 3.54 g (18.5 mmol) of EDC, and 200 mL of DCM. Allowed to stir at room temperature for 18 h. Removed ⅔ of DCM, added water and filtered off white solid and washed with Et2O to give 3-nitro-4-bromomethyl-benzoic acid N′-(4-chloro-benzoyl)-hydrazide as white solid. 1H NMR (400 MHz, DMSO-d6) δ ppm 4.99 (s, 1H) 5.12 (s, 1H) 7.59-7.64 (m, 2H) 7.91-7.95...